From a dataset of the Open Reaction Database (ORD), a public repository of structured organic reaction records. describe an organic reaction: reactants, conditions, products, and yield Starting materials: C(C)OC(=O)C=1NC2=CC=CC(=C2C1)OC1=CC(=CC=C1)F (4-(3-Fluoro-phenoxy)-1H-indole-2-carboxylic acid ethyl ester), [Li+].[OH-] (LiOH). The solvent is CO (methanol), O (water). Run at time 18 hour. Yields the product FC=1C=C(OC2=C3C=C(NC3=CC=C2)C(=O)O)C=CC1 (4-(3-Fluoro-phenoxy)-1H-indole-2-carboxylic acid). RXN SMILES: C([O:3][C:4]([C:6]1[NH:7][C:8]2[C:13]([CH:14]=1)=[C:12]([O:15][C:16]1[CH:21]=[CH:20][CH:19]=[C:18]([F:22])[CH:17]=1)[CH:11]=[CH:10][CH:9]=2)=[O:5])C.[Li+].[OH-]>CO.O>[F:22][C:18]1[CH:17]=[C:16]([CH:21]=[CH:20][CH:19]=1)[O:15][C:12]1[CH:11]=[CH:10][CH:9]=[C:8]2[C:13]=1[CH:14]=[C:6]([C:4]([OH:5])=[O:3])[NH:7]2 |f:1.2|. Procedure: 144 (440 mg, 1.47 mmol) is dissolved in 10 ml of methanol and treated with a solution of LiOH (70 mg, 1.47 mmol) in 5 ml of water. The mixture is stirred at room temperature for 18 hours. After evaporation, the crude product is acidified at 0° C. with 2M HCl and extracted with ethyl acetate. The organic layers are dried over sodium sulphate and evaporated. The reactants are ice water, NC1=C(C=CC=C1[N+](=O)[O-])C (2-amino-3-nitrotoluene), C(C)C1=CC=C(N)C=C1 (4- ethylaniline), [N+](=O)(O)[O-] (nitric acid). Run in C(C)(=O)OC(C)=O (acetic anhydride). Yields the product C(C)C1=CC(=C(N)C=C1)[N+](=O)[O-] (4-ethyl-2-nitroaniline). Yield: 69.3%. RXN SMILES: NC1C([N+:8]([O-:10])=[O:9])=CC=CC=1C.[CH2:12]([C:14]1[CH:20]=[CH:19][C:17]([NH2:18])=[CH:16][CH:15]=1)[CH3:13].[N+]([O-])(O)=O>C(OC(=O)C)(=O)C>[CH2:12]([C:14]1[CH:20]=[CH:19][C:17]([NH2:18])=[C:16]([N+:8]([O-:10])=[O:9])[CH:15]=1)[CH3:13]. Reported procedure: According to the method of synthesis for 2-amino-3-nitrotoluene (Organic Syntheses Collective Volume IV P.42-45) 6 g of 4- ethylaniline was added dropwise to 30 ml of acetic anhydride and then, the mixture was treated dropwise with 6.3 ml (100 m mol) of 70% nitric acid at 12°-13° C. After the mixture was stirred for some time at 10°-12° C., the reaction solution was poured into an ice water. Oily product was separated and heated with 15 ml of concentrated hydrochloric for one hour. The reaction ... Reactants: C([O-])([O-])=O.[NH4+].[NH4+] (ammonium carbonate), compound, C(#N)C1=CC=C(C=C1)CNC([C@H]1N(CCC1)C(C[C@@H]1C(CCCC1)NS(=O)(=O)C)=O)=O (4-Cyano-[(S)-N-((R)-2-methylsulfonylamino-cyclohexylacetyl)prolyl]aminomethylbenzene), Cl (hydrochloride). Solvent: C(C)O (ethanol). Run at time 48 hour. The product is [Cl-].C(N)(=N)C1=CC=C(C=C1)CNC([C@H]1N(CCC1)C(C[C@@H]1C(CCCC1)NS(=O)(=O)C)=O)=O (4-Amidino-[(S)-N-((R)-2-methylsulfonylamino-cyclohexylacetyl) prolyl]aminomethylbenzene chloride). Yield: 73.0%. As a reaction SMILES: [C:1]([C:3]1[CH:8]=[CH:7][C:6]([CH2:9][NH:10][C:11](=[O:31])[C@@H:12]2[CH2:16][CH2:15][CH2:14][N:13]2[C:17](=[O:30])[CH2:18][C@H:19]2[CH2:24][CH2:23][CH2:22][CH2:21][CH:20]2[NH:25][S:26]([CH3:29])(=[O:28])=[O:27])=[CH:5][CH:4]=1)#[N:2].[ClH:32].C(=O)([O-])[O-].[NH4+:37].[NH4+]>C(O)C>[Cl-:32].[C:1]([C:3]1[CH:4]=[CH:5][C:6]([CH2:9][NH:10][C:11](=[O:31])[C@@H:12]2[CH2:16][CH2:15][CH2:14][N:13]2[C:17](=[O:30])[CH2:18][C@H:19]2[CH2:24][CH2:23][CH2:22][CH2:21][CH:20]2[NH:25][S:26]([CH3:29])(=[O:28])=[O:27])=[CH:7][CH:8]=1)(=[NH:37])[NH2:2] |f:2.3.4,6.7|. Procedure details: To a solution of the compound (18.6 g, 42 mmol) obtained in the item (d) inchloroform (100 ml), a 37% hydrochloride in ethanol (100 ml) is added at 0° C. The mixture is allowed to stand at 0° C. for 48 hours and then the solvent is evaporated. The resulting residue is dissolved in methanol (100 ml) and ammonium carbonate (16 g, 166 mmol) is added at 0° C. After stirring for 6 hours, the solvent is evaporated and theresulting residue is purified with silica gel chromatography (chloroform-methanol... Reactants: FC=1C(=CC(=C(C(=O)O)C1)OC)OC (5-Fluoro-2,4-dimethoxy-benzoic acid), C(C(=O)Cl)(=O)Cl (oxalyl chloride), COC1=CC(=C(C=C1)F)OC (1,3-dimethoxy-4-fluorobenzene), [Al+3].[Cl-].[Cl-].[Cl-] (AlCl3). Reaction SMILES: [F:1][C:2]1[C:3]([O:13]C)=[CH:4][C:5]([O:11]C)=[C:6]([CH:10]=1)[C:7]([OH:9])=O.C(Cl)(=O)C(Cl)=O.C[O:22][C:23]1[CH:28]=[CH:27][C:26]([F:29])=[C:25]([O:30]C)[CH:24]=1.[Al+3].[Cl-].[Cl-].[Cl-]>C(Cl)Cl>[F:29][C:26]1[C:25]([OH:30])=[CH:24][C:23]([OH:22])=[C:28]([CH:27]=1)[C:7]([C:6]1[CH:10]=[C:2]([F:1])[C:3]([OH:13])=[CH:4][C:5]=1[OH:11])=[O:9] |f:3.4.5.6|. Run in C(Cl)Cl (CH2Cl2). Run at time 8 hour. Yields the product FC=1C(=CC(=C(C(=O)C2=C(C=C(C(=C2)F)O)O)C1)O)O (5,5′-difluoro-2, 2′,4,4′-tetrahydroxybenzophenone). Yield: 45.0%. Procedure: 2,4-dimethoxy-5-fluorobenzoic acid 6 (5.4 g, 27 mmol) in dry CH2Cl2 (100 mL) was treated with 10.6 mL of oxalyl chloride under an Ar atmosphere and stirred at room temperature overnight. The excess reagent and solvent were removed under reduced pressure. The residue, 2,4-dimethoxy-5-fluorobenzoyl chloride, was redissolved in anhydrous CH2Cl2 (125 mL). 1,3-dimethoxy-4-fluorobenzene 3 (3.29 mL, 26 mmol) and AlCl3 (10.8 g, 81 mmol) were added at 0° C. After stirring at 0° C. for 1 h, the reaction m... Starting materials: CN([SiH](C)C)[Si](C)(C)C, Cc1ccccc1, O=C1NS(=O)(=O)c2ccccc21, Cc1nnc(S)s1. Product: Cc1nnc(S[Si](C)(C)C)s1. Reaction SMILES: [CH3:1][SiH:2]([CH3:3])[N:8]([Si:4]([CH3:5])([CH3:6])[CH3:7])[CH3:9].[CH3:29][c:30]1[cH:31][cH:32][cH:33][cH:34][cH:35]1.[O:17]=[C:18]1[c:19]2[c:20]([cH:21][cH:22][cH:23][cH:24]2)[S:25](=[O:26])(=[O:27])[NH:28]1.[SH:10][c:11]1[n:12][n:13][c:14]([CH3:16])[s:15]1>>[Si:4]([CH3:5])([CH3:6])([CH3:7])[S:10][c:11]1[n:12][n:13][c:14]([CH3:16])[s:15]1.